Dataset: the Open Reaction Database (ORD), a public repository of structured organic reaction records. Task: describe an organic reaction: reactants, conditions, products, and yield The reactants are C[O-].[Na+] (sodium methoxide), ClC1=NC2=NC(=CC=C2C(=C1)Cl)C1=NC=CC=C1C(F)(F)F (2,4-dichloro-7-(3-trifluoromethyl-pyridin-2-yl)-[1,8]naphthyridine), O (water). Run in C1CCOC1 (THF). Run at time 8 hour. Yields the product ClC1=CC(=NC2=NC(=CC=C12)C1=NC=CC=C1C(F)(F)F)OC (4-Chloro-2-methoxy-7-(3-trifluoromethyl-pyridin-2-yl)-[1,8]naphthyridine). RXN SMILES: [CH3:1][O-:2].[Na+].Cl[C:5]1[CH:14]=[C:13]([Cl:15])[C:12]2[C:7](=[N:8][C:9]([C:16]3[C:21]([C:22]([F:25])([F:24])[F:23])=[CH:20][CH:19]=[CH:18][N:17]=3)=[CH:10][CH:11]=2)[N:6]=1.O>C1COCC1>[Cl:15][C:13]1[C:12]2[C:7](=[N:8][C:9]([C:16]3[C:21]([C:22]([F:25])([F:24])[F:23])=[CH:20][CH:19]=[CH:18][N:17]=3)=[CH:10][CH:11]=2)[N:6]=[C:5]([O:2][CH3:1])[CH:14]=1 |f:0.1|. Reported procedure: Add sodium methoxide (4M, 1.0 mL, 4.0 mmol) to a solution of 2,4-dichloro-7-(3-trifluoromethyl-pyridin-2-yl)-[1,8]naphthyridine (1.2 g, 3.5 mmol) in THF (30 mL). Stir at room temperature overnight, add water (25 mL) and extract with ethyl acetate. Wash the combined organic extracts with brine, dry (MgSO4) and evaporate. Purify the residue by flash chromatography (elute with 1:2 hexane:ether) to give the title compound. Starting materials: ClC1=C(C(=CC=C1)Cl)C1=CC2=C(N=C(N=C2)NCCCN2CCOCC2)N=C1N (6-(2,6-Dichlorophenyl)-N2 -(3-morpholin-4-yl-propyl)-pyrido[2,3-d]pyrimidine-2,7-diamine), [H-].[Na+] (sodium hydride), C(C)(C)(C)N=C=O (tert-butyl isocyanate). Run in CN(C)C=O (DMF). Run at time 1 hour. Yields the product C(C)(C)(C)NC(=O)NC=1C(=CC2=C(N=C(N=C2)NCCCN2CCOCC2)N1)C1=C(C=CC=C1Cl)Cl (1-tert-Butyl-3-[6-(2,6-dichlorophenyl)-2-(3-morpholin-4-yl-propylamino)-pyrido[2,3-d]pyrimidin-7-yl]-urea). Isolated yield 79.8%. RXN SMILES: [Cl:1][C:2]1[CH:7]=[CH:6][CH:5]=[C:4]([Cl:8])[C:3]=1[C:9]1[C:28]([NH2:29])=[N:27][C:12]2[N:13]=[C:14]([NH:17][CH2:18][CH2:19][CH2:20][N:21]3[CH2:26][CH2:25][O:24][CH2:23][CH2:22]3)[N:15]=[CH:16][C:11]=2[CH:10]=1.[H-].[Na+].[C:32]([N:36]=[C:37]=[O:38])([CH3:35])([CH3:34])[CH3:33]>CN(C=O)C>[C:32]([NH:36][C:37]([NH:29][C:28]1[C:9]([C:3]2[C:4]([Cl:8])=[CH:5][CH:6]=[CH:7][C:2]=2[Cl:1])=[CH:10][C:11]2[CH:16]=[N:15][C:14]([NH:17][CH2:18][CH2:19][CH2:20][N:21]3[CH2:26][CH2:25][O:24][CH2:23][CH2:22]3)=[N:13][C:12]=2[N:27]=1)=[O:38])([CH3:35])([CH3:34])[CH3:33] |f:1.2|. Procedure details: To a solution of 6-(2,6-dichlorophenyl)-N2 -(3-morpholin-4-yl-propyl)-pyrido[2,3-d]pyrimidine-2,7-diamine (1.0 g) from Example 58 in DMF (15 mL) was added one equivalent of 60% sodium hydride suspension (0.92 g). After stirring for approximately 1 hour at room temperature, one equivalent of tert-butyl isocyanate (0.230 g) was added, and the reaction was monitored by thin layer chromatography. After approximately 4 hours, the solvent was removed in vacuo. The residue was partitioned between ethyl...